Dataset: the Open Reaction Database (ORD), a public repository of structured organic reaction records. Task: describe an organic reaction: reactants, conditions, products, and yield The reactants are O=C([O-])[O-], CSc1cccc(SC)c1S(N)(=O)=O, CCCCN=C=O, Cl, [K+], [K+]. Yields the product CCCCNC(=O)NS(=O)(=O)c1c(SC)cccc1SC. Reaction SMILES: [C:15](=[O:16])([O-:17])[O-:18].[CH3:1][S:2][c:3]1[c:4]([S:11](=[O:12])(=[O:13])[NH2:14])[c:5]([S:9][CH3:10])[cH:6][cH:7][cH:8]1.[CH3:21][CH2:22][CH2:23][CH2:24][N:25]=[C:26]=[O:27].[ClH:28].[K+:19].[K+:20]>>[CH3:1][S:2][c:3]1[c:4]([S:11](=[O:12])(=[O:13])[NH:14][C:26]([NH:25][CH2:24][CH2:23][CH2:22][CH3:21])=[O:27])[c:5]([S:9][CH3:10])[cH:6][cH:7][cH:8]1. Starting materials: ClC1=CC=C(S1)S(=O)(=O)NC1=NN(C2=CC=CC(=C12)OC)C(=O)OC(C)(C)C (1,1-dimethylethyl 3-{[(5-chloro-2-thienyl)sulfonyl]amino}-4-(methyloxy)-1H-indazole-1-carboxylate), C(C)(C)NC(C)C (diisopropylamine), Intermediate 6, C[Si](CCOCCl)(C)C (2-(trimethylsilyl)ethoxymethyl chloride). Run in C(Cl)Cl (DCM). Product: ClC1=CC=C(S1)S(=O)(=O)N(C1=NN(C2=CC=CC(=C12)OC)C(=O)OC(C)(C)C)COCC[Si](C)(C)C (1,1-Dimethylethyl 3-[[(5-chloro-2-thienyl)sulfonyl]({[2-(trimethylsilyl)ethyl]oxy}methyl)amino]-4-(methyloxy)-1H-indazole-1-carboxylate). Reaction SMILES: [Cl:1][C:2]1[S:6][C:5]([S:7]([NH:10][C:11]2[C:19]3[C:14](=[CH:15][CH:16]=[CH:17][C:18]=3[O:20][CH3:21])[N:13]([C:22]([O:24][C:25]([CH3:28])([CH3:27])[CH3:26])=[O:23])[N:12]=2)(=[O:9])=[O:8])=[CH:4][CH:3]=1.[CH3:29][Si:30]([CH3:37])([CH3:36])[CH2:31][CH2:32][O:33][CH2:34]Cl.C(NC(C)C)(C)C>C(Cl)Cl>[Cl:1][C:2]1[S:6][C:5]([S:7]([N:10]([CH2:34][O:33][CH2:32][CH2:31][Si:30]([CH3:37])([CH3:36])[CH3:29])[C:11]2[C:19]3[C:14](=[CH:15][CH:16]=[CH:17][C:18]=3[O:20][CH3:21])[N:13]([C:22]([O:24][C:25]([CH3:28])([CH3:27])[CH3:26])=[O:23])[N:12]=2)(=[O:8])=[O:9])=[CH:4][CH:3]=1. Reported procedure: To a solution of 1,1-dimethylethyl 3-{[(5-chloro-2-thienyl)sulfonyl]amino}-4-(methyloxy)-1H-indazole-1-carboxylate (for a preparation see Intermediate 6) (2.21 g, 4.98 mmol) in DCM (20 mL) was added at 0° C. 2-(trimethylsilyl)ethoxymethyl chloride (1.23 mL, 6.97 mmol). Then was added at 0° C. in a dropwise fashion diisopropylamine (1.419 mL, 9.96 mmol) and the reaction mixture was stirred at room temperature. The reaction was quenched with water (50 mL), the organic layer was separated, and the ... The reactants are CN1CCCC1=O, COc1cc2nccc(Cl)c2cc1OC, [Cu], [K+], [OH-], O, Oc1ccc2ccc(O)cc2c1. The product is COc1cc2nccc(Oc3ccc4ccc(O)cc4c3)c2cc1OC. RXN SMILES: [CH3:30][N:31]1[CH2:32][CH2:33][CH2:34][C:35]1=[O:36].[Cl:13][c:14]1[cH:15][cH:16][n:17][c:18]2[cH:19][c:20]([O:26][CH3:27])[c:21]([O:24][CH3:25])[cH:22][c:23]12.[Cu:38].[K+:29].[OH-:28].[OH2:37].[cH:1]1[c:2]([OH:12])[cH:3][cH:4][c:5]2[cH:6][cH:7][c:8]([OH:11])[cH:9][c:10]12>>[cH:1]1[c:2]([O:12][c:14]2[cH:15][cH:16][n:17][c:18]3[cH:19][c:20]([O:26][CH3:27])[c:21]([O:24][CH3:25])[cH:22][c:23]23)[cH:3][cH:4][c:5]2[cH:6][cH:7][c:8]([OH:11])[cH:9][c:10]12.